From a dataset of the Open Reaction Database (ORD), a public repository of structured organic reaction records. describe an organic reaction: reactants, conditions, products, and yield Reactants: CNc1ccccc1, COC(=O)C=Cc1cccc(S(=O)(=O)Cl)c1, ClCCl, c1ccncc1. The product is COC(=O)C=Cc1cccc(S(=O)(=O)N(C)c2ccccc2)c1. RXN SMILES: [CH3:17][NH:18][c:19]1[cH:20][cH:21][cH:22][cH:23][cH:24]1.[CH3:1][O:2][C:3]([CH:4]=[CH:5][c:6]1[cH:7][c:8]([S:12](=[O:13])(=[O:14])[Cl:15])[cH:9][cH:10][cH:11]1)=[O:16].[Cl:31][CH2:32][Cl:33].[cH:25]1[cH:26][cH:27][n:28][cH:29][cH:30]1>>[CH3:1][O:2][C:3]([CH:4]=[CH:5][c:6]1[cH:7][c:8]([S:12](=[O:13])(=[O:14])[N:18]([CH3:17])[c:19]2[cH:20][cH:21][cH:22][cH:23][cH:24]2)[cH:9][cH:10][cH:11]1)=[O:16].